This data is from the Open Reaction Database (ORD), a public repository of structured organic reaction records. The task is: describe an organic reaction: reactants, conditions, products, and yield The reactants are C(=O)N1C2=CC=CC=C2C=2C(=CC=C(C12)OC)S(=O)(=O)NC1=CC=C(C=C1)OC (N-Formyl-1-methoxy-4-[4-methoxyphenylaminosulphonyl]-9H-carbazole), [BH4-].[Na+] (NaBH4). The solvent is C1CCOC1 (THF). Run at temperature 0 celsius, time 8 hour. The product is COC1=CC=C(C=2C3=CC=CC=C3NC12)S(=O)(=O)NC1=CC=C(C=C1)OC (1-methoxy-4-[4-methoxyphenylaminosulphonyl]-9H-carbazole). Yield: 66.0%. RXN SMILES: C([N:3]1[C:15]2[C:14]([O:16][CH3:17])=[CH:13][CH:12]=[C:11]([S:18]([NH:21][C:22]3[CH:27]=[CH:26][C:25]([O:28][CH3:29])=[CH:24][CH:23]=3)(=[O:20])=[O:19])[C:10]=2[C:9]2[C:4]1=[CH:5][CH:6]=[CH:7][CH:8]=2)=O.[BH4-].[Na+]>C1COCC1>[CH3:17][O:16][C:14]1[C:15]2[NH:3][C:4]3[C:9](=[CH:8][CH:7]=[CH:6][CH:5]=3)[C:10]=2[C:11]([S:18]([NH:21][C:22]2[CH:23]=[CH:24][C:25]([O:28][CH3:29])=[CH:26][CH:27]=2)(=[O:19])=[O:20])=[CH:12][CH:13]=1 |f:1.2|. Reported procedure: N-Formyl-1-methoxy-4-[4-methoxyphenylaminosulphonyl]-9H-carbazole (example 70) (0.1 g, 0.24 mM) was dissolved in 18 mL of 20% aqueous THF solution. The reaction mixture was cooled to 0° C. in an ice bath. To it was added NaBH4 (0.055 g, 1.45 mM) portion wise. The reaction mixture was stirred overnight Solvent was evaporated and the aqueous layer was extracted with EtOAc. The organic layer was washed with brine and dried over anh. Na2SO4. It was filtered and concentrated to yield the crude produc... The reactants are O=C([O-])[O-], ClCCl, CN1CCN(c2ccc3c(c2)CN(C2CCN(C(=O)OC(C)(C)C)CC2)C(=O)N3)CC1, [K+], [K+], O=C(O)C(F)(F)F. The product is CN1CCN(c2ccc3c(c2)CN(C2CCNCC2)C(=O)N3)CC1. RXN SMILES: [C:39](=[O:40])([O-:41])[O-:42].[CH2:45]([Cl:46])[Cl:47].[CH3:8][C:9]([CH3:10])([O:11][C:12](=[O:13])[N:14]1[CH2:15][CH2:16][CH:17]([N:20]2[C:21](=[O:37])[NH:22][c:23]3[cH:24][cH:25][c:26]([N:30]4[CH2:31][CH2:32][N:33]([CH3:36])[CH2:34][CH2:35]4)[cH:27][c:28]3[CH2:29]2)[CH2:18][CH2:19]1)[CH3:38].[K+:43].[K+:44].[OH:1][C:2]([C:3]([F:4])([F:5])[F:6])=[O:7]>>[NH:14]1[CH2:15][CH2:16][CH:17]([N:20]2[C:21](=[O:37])[NH:22][c:23]3[cH:24][cH:25][c:26]([N:30]4[CH2:31][CH2:32][N:33]([CH3:36])[CH2:34][CH2:35]4)[cH:27][c:28]3[CH2:29]2)[CH2:18][CH2:19]1. Reactants: C(C)(=O)OC(C)=O (acetic anhydride), C(=O)O (formic acid), resultant solution, NC=1SC=C(N1)C(C(=O)OCC)=NOCCBr (ethyl 2-(2-aminothiazol-4-yl)-2-(2-bromoethoxyimino)acetate). The solvent is O (water). Run at temperature 50 celsius. Product: C(=O)NC=1SC=C(N1)C(C(=O)OCC)=NOCCBr (ethyl 2-(2-formamidothiazol-4-yl)-2-(2-bromoethoxyimino)acetate). Yield: 61.6%. Reaction SMILES: [C:1](OC(=O)C)(=[O:3])C.C(O)=O.[NH2:11][C:12]1[S:13][CH:14]=[C:15]([C:17](=[N:23][O:24][CH2:25][CH2:26][Br:27])[C:18]([O:20][CH2:21][CH3:22])=[O:19])[N:16]=1>O>[CH:1]([NH:11][C:12]1[S:13][CH:14]=[C:15]([C:17](=[N:23][O:24][CH2:25][CH2:26][Br:27])[C:18]([O:20][CH2:21][CH3:22])=[O:19])[N:16]=1)=[O:3]. Procedure details: A mixture of acetic anhydride (15.9 g.) and formic acid (7.15 g.) was stirred at 50° C. for an hour. After cooling, ethyl 2-(2-aminothiazol-4-yl)-2-(2-bromoethoxyimino)acetate (syn isomer, 25 g.) was added to the solution and stirred at room temperature for an hour. The resultant solution was poured into water and extracted with ethyl acetate twice. The extracts were washed with a saturated aqueous solution of sodium chloride, a saturated aqueous solution of sodium bicarbonate (three times) and ... The reactants are S1C2=C(C=C1)C=CCC2 (6,7-dihydrobenzo[b]thiophene), II (iodine), IC1C(C2=C(SC=C2)CC1)N=C=O (5-iodo-4,5,6,7-tetrahydrobenzo[b]-thien-4-yl isocyanate), N (ammonia). The reagents and catalysts are [Ag]N=C=O (silver isocyanate). Yields the product IC1C(C2=C(SC=C2)CC1)NC(=O)N (5-iodo-4,5,6,7-tetrahydrobenzo[b]thien-4-ylurea). Reaction SMILES: S1C=CC2C=CCCC1=2.II.[I:12][CH:13]1[CH2:21][CH2:20][C:16]2[S:17][CH:18]=[CH:19][C:15]=2[CH:14]1[N:22]=[C:23]=[O:24].[NH3:25]>[Ag]N=C=O>[I:12][CH:13]1[CH2:21][CH2:20][C:16]2[S:17][CH:18]=[CH:19][C:15]=2[CH:14]1[NH:22][C:23]([NH2:25])=[O:24]. Reported procedure: A sample of 6,7-dihydrobenzo[b]thiophene is stirred with silver isocyanate and iodine as described in Example 39 and the resulting product, 5-iodo-4,5,6,7-tetrahydrobenzo[b]-thien-4-yl isocyanate is treated with concentrated ammonia solution to afford 5-iodo-4,5,6,7-tetrahydrobenzo[b]thien-4-ylurea. This latter product is then reduced in the manner described in Example 40 to afford 4,5,6,7-tetrahydrobenzo[b]-thien-4-ylurea. Reactants: C1=CC2=C(C=C1N)C(=O)OC23C4=C(C=C(C=C4)O)OC5=C3C=CC(=C5)O (5-aminofluorescein), C1(\C=C/C(=O)O1)=O (maleic anhydride). The solvent is C(C)(=O)O (acetic acid). Run at time 24 hour. Product: C=1C=CC(=C(C1)C2=C3C=CC(=O)C=C3OC4=C2C=CC(=C4)O)C(=O)O.C(\C=C/C(=O)N)(=O)O (fluorescein maleamic acid). As a reaction SMILES: [CH:1]1[C:6]([NH2:7])=[CH:5][C:4]2[C:8]([O:10][C:11]3([C:21]4[CH:22]=[CH:23][C:24]([OH:26])=[CH:25][C:20]=4[O:19][C:13]4[CH:14]=[C:15]([OH:18])[CH:16]=[CH:17][C:12]3=4)[C:3]=2[CH:2]=1)=[O:9].[C:27]1(=[O:33])[O:32][C:30](=[O:31])[CH:29]=[CH:28]1>C(O)(=O)C>[CH:1]1[CH:6]=[CH:5][C:4]([C:8]([OH:10])=[O:9])=[C:3]([C:11]2[C:12]3[CH:17]=[CH:16][C:15]([OH:18])=[CH:14][C:13]=3[O:19][C:20]3[C:21]=2[CH:22]=[CH:23][C:24]([CH:25]=3)=[O:26])[CH:2]=1.[C:27]([OH:32])(=[O:33])/[CH:28]=[CH:29]\[C:30]([NH2:7])=[O:31] |f:3.4|. Procedure details: A mixture of 350 milligrams (0.001 mols) of 5-aminofluorescein and 300 milligrams (excess) of maleic anhydride were mixed in 5.0 milliliters of glacial acetic acid and the mixture was stirred at ambient temperature for 24 hours. The yellow product formed was filtered off and washed three times with diethyl ether. 420 Milligrams of fluorescein-maleamic acid was obtained. l.R (KBR) showed bands at 2.55; 3.28; 3.38; 4.05; 5.85; 6.30; 6.52; 6.88; 6.90; 7.70; 8.34; 8.52; and 8.30μ. Starting materials: COC(CCCC(C1C[C@H]2[C@H](C[C@H]([C@@H]2\C=C\[C@H](CCCCC)O)O)O1)Br)=O ((13E)-(5RS,6RS,9α,11α,15S)-5-Bromo-6,9-epoxy-11,15-dihydroxyprost-13-enoic acid methyl ester), [H][H] (hydrogen). The reagents and catalysts are [Pd] (palladium on charcoal). Run in C(C)O (ethanol). The product is COC(CCCC(C1C[C@H]2[C@H](C[C@H]([C@@H]2CC[C@H](CCCCC)O)O)O1)Br)=O ((5RS,6RS,9α,11α,15S)-5-Bromo-6,9-epoxy-11,15-dihydroxyprostanoic acid methyl ester). Isolated yield 59.7%. Reaction SMILES: [CH3:1][O:2][C:3](=[O:27])[CH2:4][CH2:5][CH2:6][CH:7]([Br:26])[CH:8]1[O:25][C@H:11]2[CH2:12][C@@H:13]([OH:24])[C@H:14](/[CH:15]=[CH:16]/[C@@H:17]([OH:23])[CH2:18][CH2:19][CH2:20][CH2:21][CH3:22])[C@H:10]2[CH2:9]1.[H][H]>C(O)C.[Pd]>[CH3:1][O:2][C:3](=[O:27])[CH2:4][CH2:5][CH2:6][CH:7]([Br:26])[CH:8]1[O:25][C@H:11]2[CH2:12][C@@H:13]([OH:24])[C@H:14]([CH2:15][CH2:16][C@@H:17]([OH:23])[CH2:18][CH2:19][CH2:20][CH2:21][CH3:22])[C@H:10]2[CH2:9]1. Reported procedure: 350 mg of (13E)-(5RS,6RS,9α,11α,15S)-5-bromo-6,9-epoxy-11,15-dihydroxyprost-13-enoic acid methyl ester (prepared as described in Example 2) were hydrogenated at a pressure of one atmosphere in 6 ml of ethanol containing 120 mg of 5% palladium on charcoal at room temperature. The reduction was stopped after the absorption of one equivalent of hydrogen. The catalyst was removed by filtration and the filtrate was concentrated under reduced pressure. The residue was purified by column chromatography... Starting materials: COC1=C(C=CC(=C1)CN1CCNCC1)NC1=NN2C(C=N1)=CC=C2C2=C(C=CC=C2)N(S(=O)(=O)C)C (N-{2-[2-(2-Methoxy-4-piperazin-1-ylmethyl-phenylamino)-pyrrolo[2,1-f][1,2,4]triazin-7-yl]-phenyl}-N-methyl-methanesulfonamide), C1[C@H](C)O1 ((S)-(−)-Propylene Oxide). Run in CO (Methanol). The product is O[C@H](CN1CCN(CC1)CC1=CC(=C(C=C1)NC1=NN2C(C=N1)=CC=C2C2=C(C=CC=C2)N(S(=O)(=O)C)C)OC)C (N-[2-(2-{4-[4-((S)-2-Hydroxy-propyl)-piperazin-1-ylmethyl]-2-methoxy-phenylamino}-pyrrolo[2,1-f][1,2,4]triazin-7-yl)-phenyl]-N-methyl-methanesulfonamide). Yield: 17.2%. As a reaction SMILES: [CH3:1][O:2][C:3]1[CH:8]=[C:7]([CH2:9][N:10]2[CH2:15][CH2:14][NH:13][CH2:12][CH2:11]2)[CH:6]=[CH:5][C:4]=1[NH:16][C:17]1[N:22]=[CH:21][C:20]2=[CH:23][CH:24]=[C:25]([C:26]3[CH:31]=[CH:30][CH:29]=[CH:28][C:27]=3[N:32]([CH3:37])[S:33]([CH3:36])(=[O:35])=[O:34])[N:19]2[N:18]=1.[CH2:38]1[O:41][C@H:39]1[CH3:40]>CO>[OH:41][C@@H:39]([CH3:40])[CH2:38][N:13]1[CH2:14][CH2:15][N:10]([CH2:9][C:7]2[CH:6]=[CH:5][C:4]([NH:16][C:17]3[N:22]=[CH:21][C:20]4=[CH:23][CH:24]=[C:25]([C:26]5[CH:31]=[CH:30][CH:29]=[CH:28][C:27]=5[N:32]([CH3:37])[S:33]([CH3:36])(=[O:35])=[O:34])[N:19]4[N:18]=3)=[C:3]([O:2][CH3:1])[CH:8]=2)[CH2:11][CH2:12]1. Procedure: Into a 8-dram vial, N-{2-[2-(2-Methoxy-4-piperazin-1-ylmethyl-phenylamino)-pyrrolo[2,1-f][1,2,4]triazin-7-yl]-phenyl}-N-methyl-methanesulfonamide (70 mg, 0.1 mmol), Methanol (5 mL) and (S)-(−)-Propylene Oxide (0.00818 g, 0.141 mmol) were added. The reaction was stirred at room temperature over the weekend. The reaction mixture was purified via HPLC reverse phase chromatography with 0.1% TFA in Water and 0.1% TFA in ACN. The collected fractions were lyophilized to give N-[2-(2-{4-[4-((S)-2-Hydrox... Reported procedure: 6-Bromo-3-methanesulfonyl-2-methyl-4-morpholin-4-yl-quinoline (compound of example 6) (300 mg, 0.78 mmol), trans-2-phenylcyclopropylboronic acid (189 mg, 1.17 mmol), potassium phosphate (496 mg, 2.33 mmol) and tetrakis(triphenylphosphine)-palladium (27 mg, 0.023 mmol) were heated at reflux under argon for 8 h. The crude product was purified by chromatography on silica gel in dichloromethane/ethyl acetate 5:1 with a gradient from 100:0 to 80:20. One obtained 202 mg (60%) of white crystals. MS: m/... The reactants are BrC=1C=C2C(=C(C(=NC2=CC1)C)S(=O)(=O)C)N1CCOCC1 (6-Bromo-3-methanesulfonyl-2-methyl-4-morpholin-4-yl-quinoline), BrC=1C=C2C(=C(C(=NC2=CC1)C)S(=O)(=O)C)N1CCOCC1 (6-Bromo-3-methanesulfonyl-2-methyl-4-morpholin-4-yl-quinoline), C1(=CC=CC=C1)[C@H]1[C@@H](C1)B(O)O (trans-2-phenylcyclopropylboronic acid), P(=O)([O-])([O-])[O-].[K+].[K+].[K+] (potassium phosphate). Reagents/catalysts: [Pd].C1(=CC=CC=C1)P(C1=CC=CC=C1)C1=CC=CC=C1.C1(=CC=CC=C1)P(C1=CC=CC=C1)C1=CC=CC=C1.C1(=CC=CC=C1)P(C1=CC=CC=C1)C1=CC=CC=C1.C1(=CC=CC=C1)P(C1=CC=CC=C1)C1=CC=CC=C1 (tetrakis(triphenylphosphine)-palladium). Isolated yield 61.3%. Product: CS(=O)(=O)C=1C(=NC2=CC=C(C=C2C1N1CCOCC1)[C@H]1[C@@H](C1)C1=CC=CC=C1)C (3-Methanesulfonyl-2-methyl-4-morpholin-4-yl-6-((1R,2R)-2-phenyl-cyclopropyl)-quinoline). RXN SMILES: Br[C:2]1[CH:3]=[C:4]2[C:9](=[CH:10][CH:11]=1)[N:8]=[C:7]([CH3:12])[C:6]([S:13]([CH3:16])(=[O:15])=[O:14])=[C:5]2[N:17]1[CH2:22][CH2:21][O:20][CH2:19][CH2:18]1.[C:23]1([C@@H:29]2[CH2:31][C@H:30]2B(O)O)[CH:28]=[CH:27][CH:26]=[CH:25][CH:24]=1.P([O-])([O-])([O-])=O.[K+].[K+].[K+]>[Pd].C1(P(C2C=CC=CC=2)C2C=CC=CC=2)C=CC=CC=1.C1(P(C2C=CC=CC=2)C2C=CC=CC=2)C=CC=CC=1.C1(P(C2C=CC=CC=2)C2C=CC=CC=2)C=CC=CC=1.C1(P(C2C=CC=CC=2)C2C=CC=CC=2)C=CC=CC=1>[CH3:16][S:13]([C:6]1[C:7]([CH3:12])=[N:8][C:9]2[C:4]([C:5]=1[N:17]1[CH2:22][CH2:21][O:20][CH2:19][CH2:18]1)=[CH:3][C:2]([C@@H:30]1[CH2:31][C@H:29]1[C:23]1[CH:28]=[CH:27][CH:26]=[CH:25][CH:24]=1)=[CH:11][CH:10]=2)(=[O:15])=[O:14] |f:2.3.4.5,6.7.8.9.10|.